From a dataset of the Open Reaction Database (ORD), a public repository of structured organic reaction records. describe an organic reaction: reactants, conditions, products, and yield Reactants: C(C)OC(C(C(=O)OCC)=CC1=CC=C(C=C1)N1CCC(CC1)=O)=O (2-[4-(4-Oxo-piperidin-1-yl)-benzylidene]-malonic acid diethyl ester), NC[C@H](O)C=1C=CC(=C(C1)NS(=O)(=O)C)O (N-[5-(-2-amino-(1R)-1-hydroxy-ethyl)-2-hydroxy-phenyl]-methanesulfonamide). The product is C(C)OC(C(C(=O)OCC)=CC1=CC=C(C=C1)N1CCC(CC1)NC[C@@H](C1=CC(=C(C=C1)O)NS(=O)(=O)C)O)=O (2-(4-{4-[(2R)-2-Hydroxy-2-(4-hydroxy-3-methanesulfonylamino-phenyl)-ethylamino]-piperidine-1-yl}-benzylidene)-malonic acid diethyl ester). As a reaction SMILES: [CH2:1]([O:3][C:4](=[O:25])[C:5](=[CH:11][C:12]1[CH:17]=[CH:16][C:15]([N:18]2[CH2:23][CH2:22][C:21](=O)[CH2:20][CH2:19]2)=[CH:14][CH:13]=1)[C:6]([O:8][CH2:9][CH3:10])=[O:7])[CH3:2].[NH2:26][CH2:27][C@@H:28]([C:30]1[CH:31]=[CH:32][C:33]([OH:41])=[C:34]([NH:36][S:37]([CH3:40])(=[O:39])=[O:38])[CH:35]=1)[OH:29]>>[CH2:1]([O:3][C:4](=[O:25])[C:5](=[CH:11][C:12]1[CH:17]=[CH:16][C:15]([N:18]2[CH2:19][CH2:20][CH:21]([NH:26][CH2:27][C@H:28]([OH:29])[C:30]3[CH:31]=[CH:32][C:33]([OH:41])=[C:34]([NH:36][S:37]([CH3:40])(=[O:39])=[O:38])[CH:35]=3)[CH2:22][CH2:23]2)=[CH:14][CH:13]=1)[C:6]([O:8][CH2:9][CH3:10])=[O:7])[CH3:2]. Reported procedure: 2-(4-{4-[(2R)-2-Hydroxy-2-(4-hydroxy-3-methanesulfonylamino-phenyl)-ethylamino]-piperidine-1-yl}-benzylidene)-malonic acid diethyl ester was prepared from 2-[4-(4-oxo-piperidin-1-yl)-benzylidene]-malonic acid diethyl ester (which was obtained in Example 153) and N-[5-(-2-amino-(1R)-1-hydroxy-ethyl)-2-hydroxy-phenyl]-methanesulfonamide (which was obtained in Example 10) according to the procedure of Example 180 as a yellowish solid; 1H NMR (300 MHz, DMSO-d6) δ 1.21 (t, J=7.0 Hz, 3 H), 1.23 (t, J=...